This data is from the Open Reaction Database (ORD), a public repository of structured organic reaction records. The task is: describe an organic reaction: reactants, conditions, products, and yield The reactants are C1(=CC=CC=C1)P(C1=CC=CC=C1)C1=CC=CC=C1 (Triphenylphosphine), BrCC1=NC2=CC(=CC=C2C=C1)Cl (2-bromomethyl-7-chloroquinoline). Solvent: C(C)#N (acetonitrile), C(C)OCC (diethyl ether). Conditions: temperature 60 celsius. The product is [Br-].ClC1=CC=C2C=CC(=NC2=C1)C[P+](C1=CC=CC=C1)(C1=CC=CC=C1)C1=CC=CC=C1 ((7-Chloroquinolin-2-yl) methyltriphenylphosphonium bromide). The yield is 80.1%. Reaction SMILES: [C:1]1([P:7]([C:14]2[CH:19]=[CH:18][CH:17]=[CH:16][CH:15]=2)[C:8]2[CH:13]=[CH:12][CH:11]=[CH:10][CH:9]=2)[CH:6]=[CH:5][CH:4]=[CH:3][CH:2]=1.[Br:20][CH2:21][C:22]1[CH:31]=[CH:30][C:29]2[C:24](=[CH:25][C:26]([Cl:32])=[CH:27][CH:28]=2)[N:23]=1>C(#N)C.C(OCC)C>[Br-:20].[Cl:32][C:26]1[CH:25]=[C:24]2[C:29]([CH:30]=[CH:31][C:22]([CH2:21][P+:7]([C:1]3[CH:2]=[CH:3][CH:4]=[CH:5][CH:6]=3)([C:8]3[CH:13]=[CH:12][CH:11]=[CH:10][CH:9]=3)[C:14]3[CH:15]=[CH:16][CH:17]=[CH:18][CH:19]=3)=[N:23]2)=[CH:28][CH:27]=1 |f:4.5|. Procedure details: Triphenylphosphine (1.83 g, 6.99 mmol) was added portionwise to a magnetically stirred solution of 2-bromomethyl-7-chloroquinoline (1.2 g, 4.69 mmol) in dry acetonitrile (10.0 ml) at 60° C. The resulting yellow solution was heated at 60° C. for 27 h with the precipitation of a cream solid. The cooled solution was diluted with diethyl ether (8.0 ml) and filtered to afford the title compound as a cream solid (1.95 g, 80%). Crystallised from ethanol and ethyl acetate as a cream microcrystalline sol... Reactants: ClC1=CC=C(C=C1)I (4-Chloroiodobenzene), CC(=O)C1=CC(=C(C=C1)Br)[N+](=O)[O-] (4-bromo-3-nitroacetophenone). Solvent: CO (methanol). The product is C(C)(=O)C1=CC(=C(C=C1)C1=CC=C(C=C1)Cl)[N+](=O)[O-] (4-acetyl-4'-chloro-2-nitrobiphenyl). Reaction SMILES: [Cl:1][C:2]1[CH:7]=[CH:6][C:5](I)=[CH:4][CH:3]=1.[CH3:9][C:10]([C:12]1[CH:17]=[CH:16][C:15](Br)=[C:14]([N+:19]([O-:21])=[O:20])[CH:13]=1)=[O:11]>CO>[C:10]([C:12]1[CH:17]=[CH:16][C:15]([C:5]2[CH:6]=[CH:7][C:2]([Cl:1])=[CH:3][CH:4]=2)=[C:14]([N+:19]([O-:21])=[O:20])[CH:13]=1)(=[O:11])[CH3:9]. Reported procedure: 4-Chloroiodobenzene and 4-bromo-3-nitroacetophenone were reacted under Ullman conditions to give the novel intermediate 4-acetyl-4'-chloro-2-nitrobiphenyl, m.p. 103°-105° C. (from methanol). This compound was reduced with stannous chloride and concentrated hydrochloric acid to give 4-acetyl-2-amino-4'-chlorobiphenyl, m.p. 139°-140° C. (from methanol). This compound was converted to the novel intermediate 4-acetyl 4'-chloro-2-hydroxybiphenyl and thence to the novel intermediate 4-acetyl-4'-chloro... Starting materials: CCCCCC.C(C)(=O)OCC (hexane ethyl acetate), CC1=C(C(CCC1)(C)C)/C=C/C(=C/C=C/C(=C/CO)/C)/C (retinol), COC1=C(CBr)C=C(C=C1)OC (2,5-dimethoxybenzyl bromide), COC=1C=C(COCC2=CC(=C(C=C2)OC)OC)C=CC1OC (3,4-Dimethoxybenzyl Ether), crude product, (C20H29),255 (C19H17),151, ( M ). Run in C(C)O (C2H5OH), C(Cl)(Cl)Cl.CCCCCC (chloroform hexane), C(Cl)(Cl)Cl (chloroform), C(C)O (C2H5OH), C(Cl)(Cl)Cl (chloroform). Yields the product COC1=C(COCC2=C(C=CC(=C2)OC)OC)C=C(C=C1)OC (2,5-Dimethoxybenzyl Ether). As a reaction SMILES: CC1CCCC(C)(C)C=1/C=C/C(/C)=C/C=C/C(/C)=C/[CH2:18][OH:19].[CH3:22][O:23][C:24]1[CH:31]=[CH:30][C:29]([O:32][CH3:33])=[CH:28][C:25]=1[CH2:26]Br.COC1C=C(C=CC=1OC)C[O:40][CH2:41][C:42]1[CH:47]=[CH:46][C:45](OC)=[C:44]([O:50][CH3:51])[CH:43]=1.CCCCCC.C(OCC)(=O)C>C(Cl)(Cl)Cl.C(O)C.C(Cl)(Cl)Cl.CCCCCC>[CH3:22][O:23][C:24]1[CH:31]=[CH:30][C:29]([O:32][CH3:33])=[CH:28][C:25]=1[CH2:26][O:40][CH2:41][C:42]1[CH:43]=[C:44]([O:50][CH3:51])[CH:45]=[CH:46][C:47]=1[O:19][CH3:18] |f:3.4,7.8|. Procedure details: Retinyl 2,5-Dimethoxybenzyl Ether (3b) was prepared from retinol and 2,5-dimethoxybenzyl bromide according to the procedure for 3a. The crude product was subjected to chromatography in chloroform on a column of silica gel 60. Successive chromatographic purifications of eluted portions were performed on columns of silica gel 60 with chloroform, 7:3 hexane-ethyl acetate, or 1:1 chloroform-hexane as eluting solvents. The progress of the purification of the original crude product and of fractions fr... Starting materials: CC(C)(C)c1ccc(N)cc1, CCOC(=O)c1c(O)cccc1CBr, CC(C)O. The product is CC(C)(C)c1ccc(N2Cc3cccc(O)c3C2=O)cc1. RXN SMILES: [C:15]([CH3:16])([CH3:17])([CH3:18])[c:19]1[cH:20][cH:21][c:22]([NH2:23])[cH:24][cH:25]1.[CH2:1]([O:2][C:4]([c:5]1[c:6]([CH2:12][Br:3])[cH:7][cH:8][cH:9][c:10]1[OH:11])=[O:14])[CH3:13].[CH:26]([OH:27])([CH3:28])[CH3:29]>>[C:4]1(=[O:14])[c:5]2[c:6]([cH:7][cH:8][cH:9][c:10]2[OH:11])[CH2:12][N:23]1[c:22]1[cH:21][cH:20][c:19]([C:15]([CH3:16])([CH3:17])[CH3:18])[cH:25][cH:24]1. Starting materials: ClC=1C=C(C=CC1S(=O)(=O)C)[C@H](C(=O)NC1=NC=CN=C1)CC1C(CCC1)=O (2(R)-(3-chloro-4-methanesulfonyl-phenyl)-3-(2-oxo-cyclopentyl)-N-pyrazin-2-yl-propionamide), [BH4-].[Na+] (sodium borohydride). Run in C(C)O (ethanol), O (water). Reaction conditions: temperature 0 celsius, time 20 minute. Product: ClC=1C=C(C=CC1S(=O)(=O)C)[C@H](C(=O)NC1=NC=CN=C1)CC1C(CCC1)O (2(R)-(3-chloro-4-methanesulfonyl-phenyl)-3-(2-hydroxy-cyclopentyl)-N-pyrazin-2-yl-propionamide). Isolated yield 79.4%. Reaction SMILES: [Cl:1][C:2]1[CH:3]=[C:4]([C@@H:12]([CH2:22][CH:23]2[CH2:27][CH2:26][CH2:25][C:24]2=[O:28])[C:13]([NH:15][C:16]2[CH:21]=[N:20][CH:19]=[CH:18][N:17]=2)=[O:14])[CH:5]=[CH:6][C:7]=1[S:8]([CH3:11])(=[O:10])=[O:9].[BH4-].[Na+]>C(O)C.O>[Cl:1][C:2]1[CH:3]=[C:4]([C@@H:12]([CH2:22][CH:23]2[CH2:27][CH2:26][CH2:25][CH:24]2[OH:28])[C:13]([NH:15][C:16]2[CH:21]=[N:20][CH:19]=[CH:18][N:17]=2)=[O:14])[CH:5]=[CH:6][C:7]=1[S:8]([CH3:11])(=[O:10])=[O:9] |f:1.2|. Procedure: A solution of 2(R)-(3-chloro-4-methanesulfonyl-phenyl)-3-(2-oxo-cyclopentyl)-N-pyrazin-2-yl-propionamide (prepared as in Example 30, 13.5 mg, 0.03 mmol) in ethanol (0.32 mL) cooled to 0° C. was treated with sodium borohydride (1.2 mg, 0.03 mmol). The reaction mixture was stirred at 0° C. for 20 min. At this time, the reaction was diluted with water (25 mL). The layers were separated. The aqueous layer was extracted with ethyl acetate 3×30 mL). The combined organics were dried over sodium sulfate... Reactants: COCC(=O)Cl, Nc1nc2ccccc2s1, c1ccncc1. Yields the product COCC(=O)Nc1nc2ccccc2s1. RXN SMILES: [CH3:11][O:12][CH2:13][C:14](=[O:15])[Cl:16].[NH2:1][c:2]1[s:3][c:4]2[c:5]([n:6]1)[cH:7][cH:8][cH:9][cH:10]2.[cH:17]1[cH:18][cH:19][n:20][cH:21][cH:22]1>>[NH:1]([c:2]1[s:3][c:4]2[c:5]([n:6]1)[cH:7][cH:8][cH:9][cH:10]2)[C:14]([CH2:13][O:12][CH3:11])=[O:15]. The reactants are COC(=O)C1(CN(CC1)C(=O)OCC1=CC=CC=C1)O (3-Hydroxy-pyrrolidine-1,3-dicarboxylic acid 1-benzyl ester 3-methyl ester), O (water), [H-].[Na+] (NaH), CI (MeI). The solvent is CN(C)C=O (DMF), CN(C)C=O (DMF). Reaction conditions: temperature 17 celsius, time 1 hour. Yields the product COC(=O)C1(CN(CC1)C(=O)OCC1=CC=CC=C1)OC (3-Methoxy-pyrrolidine-1,3-dicarboxylic acid 1-benzyl ester 3-methyl ester). Isolated yield 98.5%. RXN SMILES: [H-].[Na+].[CH3:3][O:4][C:5]([C:7]1([OH:22])[CH2:11][CH2:10][N:9]([C:12]([O:14][CH2:15][C:16]2[CH:21]=[CH:20][CH:19]=[CH:18][CH:17]=2)=[O:13])[CH2:8]1)=[O:6].[CH3:23]I.O>CN(C=O)C>[CH3:3][O:4][C:5]([C:7]1([O:22][CH3:23])[CH2:11][CH2:10][N:9]([C:12]([O:14][CH2:15][C:16]2[CH:21]=[CH:20][CH:19]=[CH:18][CH:17]=2)=[O:13])[CH2:8]1)=[O:6] |f:0.1|. Procedure details: To a suspension of NaH (52 g, 1.3 mol) in 2.2 L of anhydrous DMF at 8° C., was added a solution of 3-Hydroxy-pyrrolidine-1,3-dicarboxylic acid 1-benzyl ester 3-methyl ester 3a (278 g, 1.0 mol) in 700 DMF, keeping the reaction temperature below 11° C. After complete addition (˜20 min), ice bath was removed, stirred at 16-18° C. for 1 h, and then at ambient temperature for 1 h. Cooled back to 15° C., added MeI (81 mL, 1.3 mol) slowly. Reaction mixture was stirred at ambient temperature for 1 overn... Isolated yield 74.6%. Yields the product OC1=CC(N(C=C1)C1=CC=C(C=C1)OCCN1CCCCC1)=O (4-hydroxy-1-{4-[2-(1-piperidinyl)ethoxy]phenyl}-1H-pyridin-2-one). Starting materials: C1CCOC1 (THF), C(C1=CC=CC=C1)OC1=CC(N(C=C1)C1=CC=C(C=C1)OCCN1CCCCC1)=O (4-benzyloxy-1-{4-[2-(1-piperidinyl)ethoxy]phenyl}-1H-pyridin-2-one). Solvent: [H][H] (hydrogen). The reagents and catalysts are [Pd] (palladium-on-carbon). As a reaction SMILES: C1COCC1.C([O:13][C:14]1[CH:19]=[CH:18][N:17]([C:20]2[CH:25]=[CH:24][C:23]([O:26][CH2:27][CH2:28][N:29]3[CH2:34][CH2:33][CH2:32][CH2:31][CH2:30]3)=[CH:22][CH:21]=2)[C:16](=[O:35])[CH:15]=1)C1C=CC=CC=1>[H][H].[Pd]>[OH:13][C:14]1[CH:19]=[CH:18][N:17]([C:20]2[CH:21]=[CH:22][C:23]([O:26][CH2:27][CH2:28][N:29]3[CH2:30][CH2:31][CH2:32][CH2:33][CH2:34]3)=[CH:24][CH:25]=2)[C:16](=[O:35])[CH:15]=1. Procedure: Into a THF (10 mL) solution of 4-benzyloxy-1-{4-[2-(1-piperidinyl)ethoxy]phenyl}-1H-pyridin-2-one (Example 2, 130 mg, 0.32 mmol), 10% palladium-on-carbon (165 mg) was added and stirred at room temperature for 10 hours in hydrogen atmosphere. The reaction liquid was filtered, washed thoroughly with methanol, and the filtrate was concentrated under reduced pressure. THF was added to the resulting residue and the formed precipitate was recovered by filtration and dried to provide the title compound...